This data is from the Open Reaction Database (ORD), a public repository of structured organic reaction records. The task is: describe an organic reaction: reactants, conditions, products, and yield The reactants are CC(C)(C)[Si](C)(C)Cl, CC(O)C1C(=O)N2C(C(=O)OCc3ccccc3)C(C)(C)S(=O)(=O)C12, c1c[nH]cn1. The product is CC(O[Si](C)(C)C(C)(C)C)C1C(=O)N2C(C(=O)OCc3ccccc3)C(C)(C)S(=O)(=O)C12. RXN SMILES: [C:26]([CH3:27])([CH3:28])([CH3:29])[Si:30]([Cl:31])([CH3:32])[CH3:33].[CH2:1]([c:2]1[cH:3][cH:4][cH:5][cH:6][cH:7]1)[O:8][C:9](=[O:10])[CH:11]1[C:12]([CH3:24])([CH3:25])[S:13](=[O:22])(=[O:23])[CH:14]2[N:15]1[C:16](=[O:21])[CH:17]2[CH:18]([CH3:19])[OH:20].[nH:34]1[cH:35][cH:36][n:37][cH:38]1>>[CH2:1]([c:2]1[cH:3][cH:4][cH:5][cH:6][cH:7]1)[O:8][C:9](=[O:10])[CH:11]1[C:12]([CH3:24])([CH3:25])[S:13](=[O:22])(=[O:23])[CH:14]2[N:15]1[C:16](=[O:21])[CH:17]2[CH:18]([CH3:19])[O:20][Si:30]([C:26]([CH3:27])([CH3:28])[CH3:29])([CH3:32])[CH3:33]. Reactants: CS(=O)c1nccc(-c2n[nH]c3nc(NC4CCC(NC(=O)OC(C)(C)C)CC4)ncc23)n1, CC(C)(C)OC(=O)NCC(N)c1ccccc1. Yields the product CC(C)(C)OC(=O)NCC(Nc1nccc(-c2n[nH]c3nc(NC4CCC(NC(=O)OC(C)(C)C)CC4)ncc23)n1)c1ccccc1. Reaction SMILES: [C:1]([CH3:2])([CH3:3])([CH3:4])[O:5][C:6]([NH:7][CH:8]1[CH2:9][CH2:10][CH:11]([NH:14][c:15]2[n:16][cH:17][c:18]3[c:19]([n:20]2)[nH:21][n:22][c:23]3-[c:24]2[n:25][c:26]([S:30]([CH3:31])=[O:32])[n:27][cH:28][cH:29]2)[CH2:12][CH2:13]1)=[O:33].[C:34]([CH3:35])([CH3:36])([CH3:37])[O:38][C:39]([NH:40][CH2:41][CH:42]([c:43]1[cH:44][cH:45][cH:46][cH:47][cH:48]1)[NH2:49])=[O:50]>>[C:1]([CH3:2])([CH3:3])([CH3:4])[O:5][C:6]([NH:7][CH:8]1[CH2:9][CH2:10][CH:11]([NH:14][c:15]2[n:16][cH:17][c:18]3[c:19]([n:20]2)[nH:21][n:22][c:23]3-[c:24]2[n:25][c:26]([NH:49][CH:42]([CH2:41][NH:40][C:39]([O:38][C:34]([CH3:35])([CH3:36])[CH3:37])=[O:50])[c:43]3[cH:44][cH:45][cH:46][cH:47][cH:48]3)[n:27][cH:28][cH:29]2)[CH2:12][CH2:13]1)=[O:33]. Reactants: N1[C@H](CO)CCC1 (L-prolinol), NC[C@H]1N(CCC1)CC ((S)-(−)-2-aminomethyl-1-ethylpyrrolidine), C(C)=O (acetaldehyde). Product: CNCCN1[C@@H](CCC1)CO ({(2S)-1-[2-(methylamino)ethyl]pyrrolidin-2-yl}methanol). RXN SMILES: [NH:1]1[CH2:7][CH2:6][CH2:5][C@H:2]1[CH2:3][OH:4].N[CH2:9][C@@H:10]1CC[CH2:12][N:11]1CC.C(=O)C>>[CH3:12][NH:11][CH2:10][CH2:9][N:1]1[CH2:7][CH2:6][CH2:5][C@H:2]1[CH2:3][OH:4]. Procedure: By using L-prolinol (500 mg) as a starting material, the title compound (0.22 g) was obtained in the same manners as those of Reference Example 1, (1) and Reference Example 39, (2). Starting materials: C1(CCCCC1)N1C2=C(N(C(C(C1)(F)F)=O)C)C=NC(=N2)NC2=C(C=C(C(=O)NN1CCNCC1)C=C2)OC (4-(9-cyclohexyl-7,7-difluoro-5-methyl-6-oxo-6,7,8,9-tetrahydro-5H-pyrimido[4,5-b][1,4]diazepin-2-ylamino)-3-methoxy-N-(piperazin-1-yl)benzamide), C(C)Br (ethyl bromide), C(C)(C)N(C(C)C)CC (N,N-diisopropyl ethylamine). Solvent: CN(C)C=O (DMF). Conditions: temperature 40 celsius. Yields the product C1(CCCCC1)N1C2=C(N(C(C(C1)(F)F)=O)C)C=NC(=N2)NC2=C(C=C(C(=O)NN1CCN(CC1)CC)C=C2)OC (4-(9-cyclohexyl-7,7-difluoro-5-methyl-6-oxo-6,7,8,9-tetrahydro-5H-pyrimido[4,5-b][1,4]diazepin-2-ylamino)-N-(4-ethylpiperazin-1-yl)-3-methoxybenzamide). Isolated yield 67.1%. RXN SMILES: [CH:1]1([N:7]2[CH2:13][C:12]([F:15])([F:14])[C:11](=[O:16])[N:10]([CH3:17])[C:9]3[CH:18]=[N:19][C:20]([NH:22][C:23]4[CH:37]=[CH:36][C:26]([C:27]([NH:29][N:30]5[CH2:35][CH2:34][NH:33][CH2:32][CH2:31]5)=[O:28])=[CH:25][C:24]=4[O:38][CH3:39])=[N:21][C:8]2=3)[CH2:6][CH2:5][CH2:4][CH2:3][CH2:2]1.[CH2:40](Br)[CH3:41].C(N(CC)C(C)C)(C)C>CN(C=O)C>[CH:1]1([N:7]2[CH2:13][C:12]([F:15])([F:14])[C:11](=[O:16])[N:10]([CH3:17])[C:9]3[CH:18]=[N:19][C:20]([NH:22][C:23]4[CH:37]=[CH:36][C:26]([C:27]([NH:29][N:30]5[CH2:35][CH2:34][N:33]([CH2:40][CH3:41])[CH2:32][CH2:31]5)=[O:28])=[CH:25][C:24]=4[O:38][CH3:39])=[N:21][C:8]2=3)[CH2:2][CH2:3][CH2:4][CH2:5][CH2:6]1. Procedure details: 4-(9-cyclohexyl-7,7-difluoro-5-methyl-6-oxo-6,7,8,9-tetrahydro-5H-pyrimido[4,5-b][1,4]diazepin-2-ylamino)-3-methoxy-N-(piperazin-1-yl)benzamide (108 mg, 0.2 mmols), ethyl bromide (33 mg, 0.3 mmols) and N,N-diisopropyl ethylamine (106 μL, 0.3 mmols) were mixed in a screw cap vial (5 mL) in DMF (2 mL) heated at 40° C. for 5-8 hrs, then purified to provide the title compound (76.9 mg). 1H NMR (400 MHz, DMSO-d6) δ ppm 0.99 (t, J=7.1 Hz, 3H) 1.14-1.89 (m, 10H) 2.33 (q, J=6.99 Hz, 2H) 2.48 (m, 4H) 2.9... Starting materials: C(C1=CC=CC=C1)OCC(C(C)([N+](=O)[O-])C)O (1-(benzyloxy)-3-methyl-3-nitrobutan-2-ol). The reagents and catalysts are [Ni] (Raney Nickel). Solvent: CO (MeOH), O (H2O). Conditions: time 24 hour. Yields the product NC(C(COCC1=CC=CC=C1)O)(C)C (3-amino-1-(benzyloxy)-3-methylbutan-2-ol). The yield is 87.6%. Reaction SMILES: [CH2:1]([O:8][CH2:9][CH:10]([OH:17])[C:11]([CH3:16])([N+:13]([O-])=O)[CH3:12])[C:2]1[CH:7]=[CH:6][CH:5]=[CH:4][CH:3]=1>CO.[Ni].O>[NH2:13][C:11]([CH3:16])([CH3:12])[CH:10]([OH:17])[CH2:9][O:8][CH2:1][C:2]1[CH:7]=[CH:6][CH:5]=[CH:4][CH:3]=1. Reported procedure: To a solution of 1-(benzyloxy)-3-methyl-3-nitrobutan-2-ol (5.2 g, 21.7 mmol) in MeOH (40 ml) was added a slurry of Raney Nickel in H2O (50%, 1 ml). The vessel was pressurized with H2 (450 psi) and the suspension stirred for 24 h. The mixture was filtered through Celite and concentrated in vacuo to give the title compound as a clear liquid (4.0 g, 19 mmol, 89%). 1H NMR (CDCl3, 400 MHz) δ 1.09 (s, 3H), 1.14 (s, 2H), 1.90 (br s, 2H) 3.50-3.54 (m, 2H), 3.61-3.67 (m, 1H), 4.57 (s, 2H), 7.28-7.39 (m, ... The reactants are ClC=1N=NC=C2C1N(C(=C2C)C)CC=C (7-chloro-2,3-dimethyl-1-(2-propenyl)pyrrolo[2,3-d]pyridazine), FC1=CC=C(CO)C=C1 (4-fluorobenzyl alcohol). The product is FC1=CC=C(COC=2N=NC=C3C2N(C(=C3C)C)CC=C)C=C1 (7-(4-Fluorobenzyloxy)-2,3-dimethyl-1-(2-propenyl)pyrrolo[2,3-d]pyridazine). The yield is 22.1%. RXN SMILES: Cl[C:2]1[N:3]=[N:4][CH:5]=[C:6]2[C:10]([CH3:11])=[C:9]([CH3:12])[N:8]([CH2:13][CH:14]=[CH2:15])[C:7]=12.[F:16][C:17]1[CH:24]=[CH:23][C:20]([CH2:21][OH:22])=[CH:19][CH:18]=1>>[F:16][C:17]1[CH:24]=[CH:23][C:20]([CH2:21][O:22][C:2]2[N:3]=[N:4][CH:5]=[C:6]3[C:10]([CH3:11])=[C:9]([CH3:12])[N:8]([CH2:13][CH:14]=[CH2:15])[C:7]=23)=[CH:19][CH:18]=1. Reported procedure: The title compound was prepared as a white powder in 22.1% yield in a similar procedure to that described in Example 1 by using 7-chloro-2,3-dimethyl-1-(2-propenyl)pyrrolo[2,3-d]pyridazine and 4-fluorobenzyl alcohol.